This data is from the Open Reaction Database (ORD), a public repository of structured organic reaction records. The task is: describe an organic reaction: reactants, conditions, products, and yield Procedure: Similar to example 30a, 335 mg of 1-[(2S,4R,5R)-4-(4-methoxy-phenyl)-5-[4-(3-methoxy-propyl)-3,4-dihydro-2H-benzo[1,4]oxazin-6-ylmethoxy]-1-(toluene-4-sulfonyl)-piperidin-2-yl]-2-methyl-propan-2-ol (from example 128a) and 0.5 g of N,N-dimethylcarbamoylchloride in the presence of 137 mg of potassium hydride are used to afford the title compound as a yellow oil. Rt=5.62. Yields the product COC1=CC=C(C=C1)[C@H]1C[C@H](N(C[C@@H]1OCC=1C=CC2=C(N(CCO2)CCCOC)C1)S(=O)(=O)C1=CC=C(C=C1)C)CC(C)(C)OC(N(C)C)=O (Dimethyl-carbamic acid 2-[(2S,4R,5R)-4-(4-methoxy-phenyl)-5-[4-(3-methoxy-propyl)-3,4-dihydro-2H-benzo[1,4]oxazin-6-ylmethoxy]-1-(toluene-4-sulfonyl)-piperidin-2-yl]-1,1-dimethyl-ethyl ester). As a reaction SMILES: [CH3:1][O:2][C:3]1[CH:8]=[CH:7][C:6]([C@@H:9]2[C@@H:14]([O:15][CH2:16][C:17]3[CH:18]=[CH:19][C:20]4[O:25][CH2:24][CH2:23][N:22]([CH2:26][CH2:27][CH2:28][O:29][CH3:30])[C:21]=4[CH:31]=3)[CH2:13][N:12]([S:32]([C:35]3[CH:40]=[CH:39][C:38]([CH3:41])=[CH:37][CH:36]=3)(=[O:34])=[O:33])[C@H:11]([CH2:42][C:43]([CH3:46])([OH:45])[CH3:44])[CH2:10]2)=[CH:5][CH:4]=1.[CH3:47][N:48]([CH3:52])[C:49](Cl)=[O:50].[H-].[K+]>>[CH3:1][O:2][C:3]1[CH:8]=[CH:7][C:6]([C@@H:9]2[C@@H:14]([O:15][CH2:16][C:17]3[CH:18]=[CH:19][C:20]4[O:25][CH2:24][CH2:23][N:22]([CH2:26][CH2:27][CH2:28][O:29][CH3:30])[C:21]=4[CH:31]=3)[CH2:13][N:12]([S:32]([C:35]3[CH:40]=[CH:39][C:38]([CH3:41])=[CH:37][CH:36]=3)(=[O:34])=[O:33])[C@H:11]([CH2:42][C:43]([O:45][C:49](=[O:50])[N:48]([CH3:52])[CH3:47])([CH3:46])[CH3:44])[CH2:10]2)=[CH:5][CH:4]=1 |f:2.3|. Reactants: COC1=CC=C(C=C1)[C@H]1C[C@H](N(C[C@@H]1OCC=1C=CC2=C(N(CCO2)CCCOC)C1)S(=O)(=O)C1=CC=C(C=C1)C)CC(C)(O)C (1-[(2S,4R,5R)-4-(4-methoxy-phenyl)-5-[4-(3-methoxy-propyl)-3,4-dihydro-2H-benzo[1,4]oxazin-6-ylmethoxy]-1-(toluene-4-sulfonyl)-piperidin-2-yl]-2-methyl-propan-2-ol), CN(C(=O)Cl)C (N,N-dimethylcarbamoylchloride), [H-].[K+] (potassium hydride). Reactants: FC1=C(C(=C(C(=C1C(=O)O)F)C(=O)O)F)F (tetrafluoroisophthalic acid), C[Mg]Cl (methylmagnesium chloride). The solvent is C1CCOC1 (THF). Yields the product FC1=C(C(=O)O)C(=C(C(=C1C(=O)O)F)F)C (2,4,5-trifluoro-6-methylisophthalic acid). As a reaction SMILES: F[C:2]1[C:7]([C:8]([OH:10])=[O:9])=[C:6]([F:11])[C:5]([C:12]([OH:14])=[O:13])=[C:4]([F:15])[C:3]=1[F:16].[CH3:17][Mg]Cl>C1COCC1>[F:11][C:6]1[C:5]([C:12]([OH:14])=[O:13])=[C:4]([F:15])[C:3]([F:16])=[C:2]([CH3:17])[C:7]=1[C:8]([OH:10])=[O:9]. Procedure: 20 g of tetrafluoroisophthalic acid are initially charged in 250 ml of THF and, at from 20 to 40° C., admixed with 88 ml of a 3 molar methylmagnesium chloride solution. Customary aqueous work-up (see Example 3) gives 20.1 g of 2,4,5-trifluoro-6-methylisophthalic acid. The purity of the product is 85% by HPLC.